From a dataset of the Open Reaction Database (ORD), a public repository of structured organic reaction records. describe an organic reaction: reactants, conditions, products, and yield Starting materials: C(C)(C)(C)NS(=O)(=O)C1=C(C=CC=C1)C1=CC=C(C=C1)CN(C(=O)Cl)CCCCC (N-[[2'-(N-t-butylsulfamoyl)biphenyl-4-yl]methyl]-N-pentylcarbamoyl chloride), C1(=CC=CC=C1)NCC1=CC=CC=C1 (N-phenylbenzylamine), C(C)(C)N(C(C)C)CC (N,N-diisopropylethylamine). Solvent: C1(=CC=CC=C1)C (toluene). Run at temperature 110 celsius, time 48 hour. The product is C(C1=CC=CC=C1)N(C(=O)N(CCCCC)CC1=CC=C(C=C1)C1=C(C=CC=C1)S(NC(C)(C)C)(=O)=O)C1=CC=CC=C1 (1-Benzyl-3-[[2'-(N-t-butylsulfamoyl)biphenyl-4-yl]methyl]-3-pentyl-1-phenylurea). Yield: 91.7%. Reaction SMILES: [C:1]([NH:5][S:6]([C:9]1[CH:14]=[CH:13][CH:12]=[CH:11][C:10]=1[C:15]1[CH:20]=[CH:19][C:18]([CH2:21][N:22]([CH2:26][CH2:27][CH2:28][CH2:29][CH3:30])[C:23](Cl)=[O:24])=[CH:17][CH:16]=1)(=[O:8])=[O:7])([CH3:4])([CH3:3])[CH3:2].[C:31]1([NH:37][CH2:38][C:39]2[CH:44]=[CH:43][CH:42]=[CH:41][CH:40]=2)[CH:36]=[CH:35][CH:34]=[CH:33][CH:32]=1.C(N(CC)C(C)C)(C)C>C1(C)C=CC=CC=1>[CH2:38]([N:37]([C:31]1[CH:36]=[CH:35][CH:34]=[CH:33][CH:32]=1)[C:23]([N:22]([CH2:21][C:18]1[CH:19]=[CH:20][C:15]([C:10]2[CH:11]=[CH:12][CH:13]=[CH:14][C:9]=2[S:6](=[O:8])(=[O:7])[NH:5][C:1]([CH3:4])([CH3:3])[CH3:2])=[CH:16][CH:17]=1)[CH2:26][CH2:27][CH2:28][CH2:29][CH3:30])=[O:24])[C:39]1[CH:44]=[CH:43][CH:42]=[CH:41][CH:40]=1. Reported procedure: A mixture of 75 mg (0.166 mmole) of N-[[2'-(N-t-butylsulfamoyl)biphenyl-4-yl]methyl]-N-pentylcarbamoyl chloride (from Step B), 46 mg (0.25 mmole) of N-phenylbenzylamine, 58 μL (43 mg, 0.33 mmole) of N,N-diisopropylethylamine, and 1 mL of dry toluene was stirred under N2 at 110° C. for 48 hours. The cooled reaction mixture was concentrated by rotary evaporation. Flash chromatography of the residual oil on silica gel (elution with 4:1 and then 3:1 hexane-EtOAc) gave 91 mg (92%) of the title compou... The reactants are CS(=O)(=O)OCCC=1C(NC(NC1)=O)=O (5-(2-methylsulphonyloxyethyl)-uracil), CO (methanol). The product is COCCC=1C(NC(NC1)=O)=O (5-(2-Methoxyethyl)-uracil). Reaction SMILES: CS([O:5][CH2:6][CH2:7][C:8]1[C:9](=[O:15])[NH:10][C:11](=[O:14])[NH:12][CH:13]=1)(=O)=O.[CH3:16]O>>[CH3:16][O:5][CH2:6][CH2:7][C:8]1[C:9](=[O:15])[NH:10][C:11](=[O:14])[NH:12][CH:13]=1. Reported procedure: 6.0 g of 5-(2-methylsulphonyloxyethyl)-uracil are suspended in 100 ml of absolute methanol and the suspension is heated to 120°-130° C. for one hour in a pressure vessel. After cooling to room temperature, the crystals obtained are filtered off and washed with methanol. 5-(2-Methoxyethyl)-uracil, melting point 232°-234° C., is obtained.